Dataset: the Open Reaction Database (ORD), a public repository of structured organic reaction records. Task: describe an organic reaction: reactants, conditions, products, and yield The product is N#Cc1cccc(S(=O)(=O)Cl)c1. Starting materials: N#Cc1cccc(N)c1, Cl, O=N[O-], [Na+], O=S=O, O. As a reaction SMILES: [C:1](#[N:2])[c:3]1[cH:4][c:5]([NH2:6])[cH:7][cH:8][cH:9]1.[ClH:10].[N:11]([O-:12])=[O:13].[Na+:14].[O:15]=[S:16]=[O:17].[OH2:18]>>[C:1](#[N:2])[c:3]1[cH:4][c:5]([S:16]([Cl:10])(=[O:15])=[O:17])[cH:7][cH:8][cH:9]1. The reactants are [N+](=O)([O-])C1=CC=C(C=C1)S(=O)(=O)Cl (4-nitrobenzenesulfonyl chloride), NC1=C(C(=O)C2=CC=CC=C2)C=CC=C1 (2-Aminobenzophenone), N1=CC=CC=C1 (pyridine). The solvent is C(Cl)Cl (methylene chloride). Run at time 10 minute. Product: C(C1=CC=CC=C1)(=O)C1=C(C=CC=C1)NS(=O)(=O)C1=CC=C(C=C1)[N+](=O)[O-] (N-(2-benzoylphenyl)-4-nitrobenzenesulfonamide). RXN SMILES: [NH2:1][C:2]1[CH:15]=[CH:14][CH:13]=[CH:12][C:3]=1[C:4]([C:6]1[CH:11]=[CH:10][CH:9]=[CH:8][CH:7]=1)=[O:5].[N+:16]([C:19]1[CH:24]=[CH:23][C:22]([S:25](Cl)(=[O:27])=[O:26])=[CH:21][CH:20]=1)([O-:18])=[O:17].N1C=CC=CC=1>C(Cl)Cl>[C:4]([C:3]1[CH:12]=[CH:13][CH:14]=[CH:15][C:2]=1[NH:1][S:25]([C:22]1[CH:21]=[CH:20][C:19]([N+:16]([O-:18])=[O:17])=[CH:24][CH:23]=1)(=[O:26])=[O:27])(=[O:5])[C:6]1[CH:11]=[CH:10][CH:9]=[CH:8][CH:7]=1. Reported procedure: 2-Aminobenzophenone (20 mg) was dissolved in 1 mL of methylene chloride and 4-nitrobenzenesulfonyl chloride (34 mg, 1.5 equiv) was added thereto followed by pyridine (16 mL, 2 equiv). After 10 minutes the reaction mixture was oncentrated in vacuo, subjected to flash chromatography (eluting with 0% to 25% EtOAc/hexane) to provide N-(2-benzoylphenyl)-4-nitrobenzenesulfonamide. ESMS, M+H+ found: 383.1.